From a dataset of the Open Reaction Database (ORD), a public repository of structured organic reaction records. describe an organic reaction: reactants, conditions, products, and yield Starting materials: C1(=CC=CC=C1)C (toluene), C1(=CC=CC=C1)C(C1=CC=CC=C1)OC(=S)C1=C(CS[C@H]2N1C([C@H]2NC(CC2=CC=CC=C2)=O)=O)C2=CC=CC=C2 (7β-phenylacetylamino-3-phenylthio-3-cephem-4-carboxylic acid diphenylmethyl ester), C1(=CC=CC=C1)OC (anisole), FC(C(=O)O)(F)F (trifluoroacetic acid). The solvent is C(Cl)Cl (methylene chloride). Product: C1(=CC=CC=C1)CC(=O)N[C@H]1[C@@H]2N(C(=C(CS2)C2=CC=CC=C2)C(=S)O)C1=O (7β-Phenylacetylamino-3-phenylthio-3-cephem-4-carboxylic acid). Reaction SMILES: C1(C([O:14][C:15]([C:17]2[N:22]3[C:23](=[O:35])[C@@H:24]([NH:25][C:26](=[O:34])[CH2:27][C:28]4[CH:33]=[CH:32][CH:31]=[CH:30][CH:29]=4)[C@H:21]3[S:20][CH2:19][C:18]=2[C:36]2[CH:41]=[CH:40][CH:39]=[CH:38][CH:37]=2)=[S:16])C2C=CC=CC=2)C=CC=CC=1.C1(OC)C=CC=CC=1.FC(F)(F)C(O)=O.C1(C)C=CC=CC=1>C(Cl)Cl>[C:28]1([CH2:27][C:26]([NH:25][C@@H:24]2[C:23](=[O:35])[N:22]3[C:17]([C:15]([OH:14])=[S:16])=[C:18]([C:36]4[CH:37]=[CH:38][CH:39]=[CH:40][CH:41]=4)[CH2:19][S:20][C@H:21]23)=[O:34])[CH:33]=[CH:32][CH:31]=[CH:30][CH:29]=1. Procedure details: A solution of 0.96 g (1.62 mmols) of 7β-phenylacetylamino-3-phenylthio-3-cephem-4-carboxylic acid diphenylmethyl ester and 0.26 ml (2.43 mmols) of anisole in 9.6 ml of methylene chloride is stirred with 1.24 ml (16.2 mmols) of trifluoroacetic acid for 30 minutes at 0° C. and the mixture is treated with 50 ml of cold toluene and evaporated in vacuo and the residue is dried in a high vacuum. The residue is digested with diethyl ether, filtered off, rinsed with the same solvent and dried in vacuo. ... The reactants are CC(C)(C)OC(=O)NCCCCc1ccc(O)cc1, O=C([O-])[O-], [Cs+], [Cs+], N#CCI, CN(C)C=O. The product is CC(C)(C)OC(=O)NCCCCc1ccc(OCC#N)cc1. As a reaction SMILES: [C:1]([CH3:2])([CH3:3])([CH3:4])[O:5][C:6]([NH:7][CH2:8][CH2:9][CH2:10][CH2:11][c:12]1[cH:13][cH:14][c:15]([OH:18])[cH:16][cH:17]1)=[O:19].[C:20](=[O:21])([O-:22])[O-:23].[Cs+:24].[Cs+:25].[I:26][CH2:27][C:28]#[N:29].[O:30]=[CH:31][N:32]([CH3:33])[CH3:34]>>[C:1]([CH3:2])([CH3:3])([CH3:4])[O:5][C:6]([NH:7][CH2:8][CH2:9][CH2:10][CH2:11][c:12]1[cH:13][cH:14][c:15]([O:18][CH2:27][C:28]#[N:29])[cH:16][cH:17]1)=[O:19]. The reactants are C[C@@H]1NC2=CC=C(C=C2[C@@H](C1)NC(=O)OC(C)C)N1C=NC(=C1)C(=O)OCC (ethyl 1-[(cis)-2-methyl-4-({[(1-methylethyl)oxy]carbonyl}amino)-1,2,3,4-tetrahydro-6-quinolinyl]-1H-imidazole-4-carboxylate), C(C)(=O)OC(C)=O (Acetic anhydride), intermediate 83. Conditions: time 24 hour. The product is C(C)(=O)N1[C@H](C[C@H](C2=CC(=CC=C12)N1C=NC(=C1)C(=O)OCC)NC(=O)OC(C)C)C (ethyl 1-[(cis)-1-acetyl-2-methyl-4-({[(1-methylethyl)oxy]carbonyl}amino)-1,2,3,4-tetrahydro-6-quinolinyl]-1H-imidazole-4-carboxylate). The yield is 98.0%. RXN SMILES: [CH3:1][C@H:2]1[CH2:11][C@@H:10]([NH:12][C:13]([O:15][CH:16]([CH3:18])[CH3:17])=[O:14])[C:9]2[C:4](=[CH:5][CH:6]=[C:7]([N:19]3[CH:23]=[C:22]([C:24]([O:26][CH2:27][CH3:28])=[O:25])[N:21]=[CH:20]3)[CH:8]=2)[NH:3]1.[C:29](OC(=O)C)(=[O:31])[CH3:30]>>[C:29]([N:3]1[C:4]2[C:9](=[CH:8][C:7]([N:19]3[CH:23]=[C:22]([C:24]([O:26][CH2:27][CH3:28])=[O:25])[N:21]=[CH:20]3)=[CH:6][CH:5]=2)[C@H:10]([NH:12][C:13]([O:15][CH:16]([CH3:17])[CH3:18])=[O:14])[CH2:11][C@@H:2]1[CH3:1])(=[O:31])[CH3:30]. Procedure details: Acetic anhydride (20 mL) was added to ethyl 1-[(cis)-2-methyl-4-({[(1-methylethyl)oxy]carbonyl}amino)-1,2,3,4-tetrahydro-6-quinolinyl]-1H-imidazole-4-carboxylate (for a preparation see intermediate 83) (3.5 g, 9.06 mmol). The resulting mixture was stirred at room temperature for 24 h then most of the solvent was removed in vacuo. The residue was dissolved in AcOEt (30 mL) and washed repeatedly with a saturated NaHCO3 aqueous solution until the later was basic. The organic phase was then washed w...